From a dataset of the Open Reaction Database (ORD), a public repository of structured organic reaction records. describe an organic reaction: reactants, conditions, products, and yield Reactants: ClCCCBr, O=C([O-])[O-], [K+], [K+], CN(C)C=O, O, O=C1CCc2c(O)cccc21. The product is O=C1CCc2c(OCCCCl)cccc21. As a reaction SMILES: [Br:1][CH2:2][CH2:3][CH2:4][Cl:5].[C:17](=[O:18])([O-:19])[O-:20].[K+:21].[K+:22].[O:23]=[CH:24][N:25]([CH3:26])[CH3:27].[OH2:28].[OH:6][c:7]1[c:8]2[c:12]([cH:13][cH:14][cH:15]1)[C:11](=[O:16])[CH2:10][CH2:9]2>>[CH2:2]([CH2:3][CH2:4][Cl:5])[O:6][c:7]1[c:8]2[c:12]([cH:13][cH:14][cH:15]1)[C:11](=[O:16])[CH2:10][CH2:9]2.